This data is from the Open Reaction Database (ORD), a public repository of structured organic reaction records. The task is: describe an organic reaction: reactants, conditions, products, and yield As a reaction SMILES: [CH3:39][OH:40].[Cl:41][CH:42]([Cl:43])[Cl:44].[F:1][c:2]1[cH:3][c:4]([CH2:9][C:10](=[O:11])[NH:12][CH:13]([CH3:14])[C:15](=[O:16])[OH:17])[cH:5][c:6]([F:8])[cH:7]1.[NH2:18][N:19]1[c:20]2[c:21]([cH:35][cH:36][cH:37][cH:38]2)-[c:22]2[c:23]([cH:31][cH:32][cH:33][cH:34]2)[CH:24]([CH2:27][CH:28]2[CH2:29][CH2:30]2)[C:25]1=[O:26]>>[F:1][c:2]1[cH:3][c:4]([CH2:9][C:10](=[O:11])[NH:12][CH:13]([CH3:14])[C:15](=[O:17])[NH:18][N:19]2[c:20]3[c:21]([cH:35][cH:36][cH:37][cH:38]3)-[c:22]3[c:23]([cH:31][cH:32][cH:33][cH:34]3)[CH:24]([CH2:27][CH:28]3[CH2:29][CH2:30]3)[C:25]2=[O:26])[cH:5][c:6]([F:8])[cH:7]1. Yields the product CC(NC(=O)Cc1cc(F)cc(F)c1)C(=O)NN1C(=O)C(CC2CC2)c2ccccc2-c2ccccc21. Reactants: CO, ClC(Cl)Cl, CC(NC(=O)Cc1cc(F)cc(F)c1)C(=O)O, NN1C(=O)C(CC2CC2)c2ccccc2-c2ccccc21. Reactants: [BH4-], CO, COC(=O)C1(CCCCl)Oc2ccccc2CCC1=O, [Na+], O. Yields the product COC(=O)C1(CCCCl)Oc2ccccc2CCC1O. RXN SMILES: [BH4-:21].[CH3:24][OH:25].[Cl:1][CH2:2][CH2:3][CH2:4][C:5]1([C:17](=[O:18])[O:19][CH3:20])[O:6][c:7]2[c:8]([cH:13][cH:14][cH:15][cH:16]2)[CH2:9][CH2:10][C:11]1=[O:12].[Na+:22].[OH2:23]>>[Cl:1][CH2:2][CH2:3][CH2:4][C:5]1([C:17](=[O:18])[O:19][CH3:20])[O:6][c:7]2[c:8]([cH:13][cH:14][cH:15][cH:16]2)[CH2:9][CH2:10][CH:11]1[OH:12]. Reactants: Cl.N1(CCCC1)C1CCC2=C(C=3NC(C(NC3C=C2)=O)=O)C1 (9-pyrrolidin-1-yl-1,4,7,8,9,10-hexahydrobenzo[f]quinoxaline-2,3-dione hydrochloride), [N+](=O)(O)[O-] (nitric acid). The solvent is FC(C(=O)O)(F)F (trifluoroacetic acid). Run at time 2 hour. Product: [N+](=O)([O-])C=1C2=C(C=3NC(C(NC3C1)=O)=O)CC(CC2)N2CCCC2 (6-Nitro-9-pyrrolidin-1-yl-1,4,7,8,9,10-hexahydro-benzo[f]quinoxaline-2,3-dione). RXN SMILES: Cl.[N:2]1([CH:7]2[CH2:22][C:11]3[C:12]4[NH:13][C:14](=[O:21])[C:15](=[O:20])[NH:16][C:17]=4[CH:18]=[CH:19][C:10]=3[CH2:9][CH2:8]2)[CH2:6][CH2:5][CH2:4][CH2:3]1.[N+:23]([O-])([OH:25])=[O:24]>FC(F)(F)C(O)=O>[N+:23]([C:19]1[C:10]2[CH2:9][CH2:8][CH:7]([N:2]3[CH2:6][CH2:5][CH2:4][CH2:3]3)[CH2:22][C:11]=2[C:12]2[NH:13][C:14](=[O:21])[C:15](=[O:20])[NH:16][C:17]=2[CH:18]=1)([O-:25])=[O:24] |f:0.1|. Procedure details: A mixture of 9-pyrrolidin-1-yl-1,4,7,8,9,10-hexahydrobenzo[f]quinoxaline-2,3-dione hydrochloride (35 mg) in trifluoroacetic acid (2 mL) was cooled in an ice bath and treated with 0.5 mL fuming nitric acid. After 2 h at room temperature, the solvent was evaporated and the residue suspended in acetone:water, and the resulting solid collected by filtration (35 mg). Calc'd for C16H18N4O4.HCl: C, 52.39; H, 5.22; H, 15.27; found: C, 42.95; H, 4.69; N, 16.28. MS M+1 (331). Starting materials: C(OC(Cl)(Cl)Cl)(OC(Cl)(Cl)Cl)=O (Bis(trichloromethyl) carbonate), Cl.NC1=CC=C(C(=C1C(=O)O)OC)OC (6-amino-2,3-dimethoxybenzoic acid, Hydrochloride). Run in O (Water). Product: COC1=C(C=CC=2NC(OC(C21)=O)=O)OC (5,6-dimethoxy-1H-benzo[d][1,3]oxazine-2,4-dione). The yield is 125.0%. RXN SMILES: [C:1](=O)(OC(Cl)(Cl)Cl)[O:2]C(Cl)(Cl)Cl.Cl.[NH2:14][C:15]1[C:20]([C:21]([OH:23])=[O:22])=[C:19]([O:24][CH3:25])[C:18]([O:26][CH3:27])=[CH:17][CH:16]=1>O>[CH3:25][O:24][C:19]1[C:20]2[C:21](=[O:23])[O:22][C:1](=[O:2])[NH:14][C:15]=2[CH:16]=[CH:17][C:18]=1[O:26][CH3:27] |f:1.2|. Reported procedure: Bis(trichloromethyl) carbonate (24.89 g, 84 mmol) was added into a solution of 6-amino-2,3-dimethoxybenzoic acid, Hydrochloride (28 g, 120 mmol) in Water (1.1 L). The mixture was stirred at r.t. over the weekend. The reaction mixture was filtered, the solid was collected and dried to afford 5,6-dimethoxy-1H-benzo[d][1,3]oxazine-2,4-dione (24 g, 105 mmol, 88% yield) as a light yellow solid. LCMS: (M+H)+: 223.9. Reactants: C(C)(C)N(C(CC(C=1SC=CC1)C1=C(C=CC=C1)OC)=O)C(C)C (N,N-diisopropyl-3-(2-methoxyphenyl)-3-(2-thienyl)propanamide), B(Br)(Br)Br (boron tribromide). The solvent is ClCCl (dichloromethane). The product is C(C)(C)N(C(CC(C=1SC=CC1)C1=C(C=CC=C1)O)=O)C(C)C (N,N-Diisopropyl-3-(2-hydroxyphenyl)-3-(2-thienyl)propanamide). As a reaction SMILES: [CH:1]([N:4]([CH:22]([CH3:24])[CH3:23])[C:5](=[O:21])[CH2:6][CH:7]([C:13]1[CH:18]=[CH:17][CH:16]=[CH:15][C:14]=1[O:19]C)[C:8]1[S:9][CH:10]=[CH:11][CH:12]=1)([CH3:3])[CH3:2].B(Br)(Br)Br>ClCCl>[CH:22]([N:4]([CH:1]([CH3:3])[CH3:2])[C:5](=[O:21])[CH2:6][CH:7]([C:13]1[CH:18]=[CH:17][CH:16]=[CH:15][C:14]=1[OH:19])[C:8]1[S:9][CH:10]=[CH:11][CH:12]=1)([CH3:24])[CH3:23]. Procedure: A solution of N,N-diisopropyl-3-(2-methoxyphenyl)-3-(2-thienyl)propanamide (2.37 g, 6.9 mmol) in dichloromethane(35 mL) was cooled down to −78° C. and boron tribromide (5.9 g 23.57 mmol) was added. The reaction mixture was allowed to slowly warm to room temperature. The reaction was quenched by slow addition of water (20 mL). The pH was adjusted to around 6 with NaHCO3(s) and the mixture was extracted three times with CH2Cl2. The combined organic phases were washed once with brine, dried (MgSO4)... The reactants are C(C)OC(=O)C1=C(N=C(S1)NS(=O)(=O)C)C (Ethyl-2-[(methylsulfonyl)amino]-4-methyl-thiazole-5-carboxylate), [OH-].[Na+] (NaOH), Cl (HCl). Run in CO (methanol). Run at time 8 hour. Product: CS(=O)(=O)NC=1SC(=C(N1)C)C(=O)O (2-[(Methylsulfonyl)amino]-4-methyl-thiazole-5-carboxylic acid). As a reaction SMILES: C([O:3][C:4]([C:6]1[S:10][C:9]([NH:11][S:12]([CH3:15])(=[O:14])=[O:13])=[N:8][C:7]=1[CH3:16])=[O:5])C.[OH-].[Na+].Cl>CO>[CH3:15][S:12]([NH:11][C:9]1[S:10][C:6]([C:4]([OH:5])=[O:3])=[C:7]([CH3:16])[N:8]=1)(=[O:13])=[O:14] |f:1.2|. Procedure: A stirred solution of Ethyl-2-[(methylsulfonyl)amino]-4-methyl-thiazole-5-carboxylate (300 mg, 1.14 mmol) in methanol (9 mL) was treated with a 1N NaOH solution (28.4 mL, 28.4 mmol). The mixture was stirred at rt overnight. The solution was cooled to 0° C. and acidified with 6N aq. HCl solution to pH 1. The solution was extracted with dichloromethane-chloroform mixture. The organic extract was dried (MgSO4), filtered and concentrated in vacuo to obtain the title acid (148 mg, 55%). Starting materials: S(=O)(Cl)Cl (Thionylchloride), FC(C=1C=C(C=CC1)C1(CC1)CC(C(=O)O)=O)(F)F (3-[1-(3-trifluoromethylphenyl)-cyclopropyl]-2-oxo-propionic acid), NC=1C=CC2=C(C(=NOC2=O)C)C1 (6-amino-4-methyl-2,3-benzoxazin-1-one). The solvent is CC(=O)N(C)C (dimethyl acetamide). Conditions: temperature 0 celsius, time 1 hour. Yields the product FC(C=1C=C(C=CC1)C1(CC1)CC(C(=O)NC=1C=CC2=C(C(=NOC2=O)C)C1)=O)(F)F (6-{3-[1-(3-Trifluoromethylphenyl)-cyclopropyl]-2-oxo-propionylamino}-4-methyl-2,3-benzoxazin-1-one). Reaction SMILES: S(Cl)(Cl)=O.[F:5][C:6]([F:23])([F:22])[C:7]1[CH:8]=[C:9]([C:13]2([CH2:16][C:17](=[O:21])[C:18]([OH:20])=O)[CH2:15][CH2:14]2)[CH:10]=[CH:11][CH:12]=1.[NH2:24][C:25]1[CH:26]=[CH:27][C:28]2[C:33](=[O:34])[O:32][N:31]=[C:30]([CH3:35])[C:29]=2[CH:36]=1>CC(N(C)C)=O>[F:22][C:6]([F:5])([F:23])[C:7]1[CH:8]=[C:9]([C:13]2([CH2:16][C:17](=[O:21])[C:18]([NH:24][C:25]3[CH:26]=[CH:27][C:28]4[C:33](=[O:34])[O:32][N:31]=[C:30]([CH3:35])[C:29]=4[CH:36]=3)=[O:20])[CH2:14][CH2:15]2)[CH:10]=[CH:11][CH:12]=1. Procedure details: 1.8 ml Thionylchloride are added at −10° C. to 6.0 g of 3-[1-(3-trifluoromethylphenyl)-cyclopropyl]-2-oxo-propionic acid (prepared as described in WO 98/54159) in 60 ml of dimethyl acetamide. The mixture is stirred for 30 min. at −10° C. and for 1 hour at 0° C. and then admixed to 5 g of 6-amino-4-methyl-2,3-benzoxazin-1-one. After 16 hours at ambient temperature, the phases are separated between water and ethyl acetate. The organic phase is washed with brine, dried over sodium sulfate and conce...